This data is from the Open Reaction Database (ORD), a public repository of structured organic reaction records. The task is: describe an organic reaction: reactants, conditions, products, and yield Starting materials: C1CCOC1, CCN=C=NCCCN(C)C, Cl, Cl, Cl, COC(=O)C1(NCCC(N)c2ccccc2)CCCC1, On1nnc2cccnc21. The product is O=C1NC(c2ccccc2)CCNC12CCCC2. Reaction SMILES: [CH2:45]1[O:46][CH2:47][CH2:48][CH2:49]1.[CH3:34][CH2:35][N:36]=[C:37]=[N:38][CH2:39][CH2:40][CH2:41][N:42]([CH3:43])[CH3:44].[ClH:1].[ClH:23].[ClH:2].[NH2:3][CH:4]([CH2:5][CH2:6][NH:7][C:8]1([C:13](=[O:14])[O:15][CH3:16])[CH2:9][CH2:10][CH2:11][CH2:12]1)[c:17]1[cH:18][cH:19][cH:20][cH:21][cH:22]1.[OH:24][n:25]1[c:26]2[n:27][cH:28][cH:29][cH:30][c:31]2[n:32][n:33]1>>[NH:3]1[CH:4]([c:17]2[cH:18][cH:19][cH:20][cH:21][cH:22]2)[CH2:5][CH2:6][NH:7][C:8]2([CH2:9][CH2:10][CH2:11][CH2:12]2)[C:13]1=[O:14]. The reactants are O-(benotriazol-1-yl)-N,N,N′,N′-tetramethyluronium hexafluorophosphate, C(C)(C)C1=C(OC(=O)OC2=C(C(=O)O)C=CC=C2)C(=CC=C1)C(C)C (2-[2,6-Bis(isopropyl)phenoxycarbonyloxy]-benzoic acid), Cl.C(C)(C)(C)OC(CCN)=O (beta-alanine tert-butyl ester hydrochloride), C(C)(C)N(CC)C(C)C (diisopropylethylamine). The solvent is CN(C)C=O (DMF), C(C)(=O)OCC (ethyl acetate). Reaction conditions: time 14 hour. Yields the product C(C)(C)C1=C(OC(=O)C2=C(C(=O)NCCC(=O)O)C=CC=C2)C(=CC=C1)C(C)C (3-{[2-[2,6-Bis(isopropyl)phenoxycarbonyl]-benzoyl]amino}-propanoic acid). Yield: 8.0%. As a reaction SMILES: [CH:1]([C:4]1[CH:22]=[CH:21][CH:20]=[C:19]([CH:23]([CH3:25])[CH3:24])[C:5]=1[O:6][C:7]([O:9]C1C=CC=CC=1C(O)=O)=O)([CH3:3])[CH3:2].Cl.C([O:31][C:32](=[O:36])[CH2:33][CH2:34][NH2:35])(C)(C)C.C(N([CH:43]([CH3:45])[CH3:44])CC)(C)C>CN(C=O)C.C(OCC)(=O)C>[CH:23]([C:19]1[CH:20]=[CH:21][CH:22]=[C:4]([CH:1]([CH3:2])[CH3:3])[C:5]=1[O:6][C:7]([C:44]1[CH:43]=[CH:45][CH:2]=[CH:1][C:4]=1[C:5]([NH:35][CH2:34][CH2:33][C:32]([OH:31])=[O:36])=[O:6])=[O:9])([CH3:24])[CH3:25] |f:1.2|. Reported procedure: To a solution of crude compound (106) (0.4 g, 1.1 mmol) from above and beta-alanine tert-butyl ester hydrochloride (0.2 g, 1.1 mmol) in DMF (5 mL) was added diisopropylethylamine (0.41 mL, 2.3 mmol) followed by O-(benotriazol-1-yl)-N,N,N′,N′-tetramethyluronium hexafluorophosphate (0.44 g, 1.1 mmol). The resulting reaction mixture was stirred at room temperature for 14 h, diluted with ethyl acetate (50 mL), washed with 10% aqueous citric acid solution (30 mL), followed by saturated aqueous NaHCO3... Starting materials: CC(CN)(C)N (2-methylpropane-1,2-diamine), ClC=1C=C(C=2N(C1)C(=C(N2)C)C(=O)O)OCC2=C(C=CC=C2F)F (6-chloro-8-[(2,6-difluorobenzyl)oxy]-2-methylimidazo[1,2-a]pyridine-3-carboxylic acid), F[B-](F)(F)F.N1(N=NC2=C1C=CC=C2)O[C+](N(C)C)N(C)C ((benzotriazol-1-yloxy)bisdimethylaminomethylium fluoroborate), CN1CCOCC1 (4-methylmorpholine). Run in CN(C)C=O (DMF). Reaction conditions: time 8 hour. The product is NC(CNC(=O)C1=C(N=C2N1C=C(C=C2OCC2=C(C=CC=C2F)F)Cl)C)(C)C (N-(2-Amino-2-methylpropyl)-6-chloro-8-[(2,6-difluorobenzyl)oxy]-2-methylimidazo[1,2-a]-pyridine-3-carboxamide). As a reaction SMILES: [Cl:1][C:2]1[CH:3]=[C:4]([O:15][CH2:16][C:17]2[C:22]([F:23])=[CH:21][CH:20]=[CH:19][C:18]=2[F:24])[C:5]2[N:6]([C:8]([C:12](O)=[O:13])=[C:9]([CH3:11])[N:10]=2)[CH:7]=1.F[B-](F)(F)F.N1(O[C+](N(C)C)N(C)C)C2C=CC=CC=2N=N1.CN1CCOCC1.[CH3:54][C:55]([NH2:59])([CH3:58])[CH2:56][NH2:57]>CN(C=O)C>[NH2:59][C:55]([CH3:58])([CH3:54])[CH2:56][NH:57][C:12]([C:8]1[N:6]2[CH:7]=[C:2]([Cl:1])[CH:3]=[C:4]([O:15][CH2:16][C:17]3[C:22]([F:23])=[CH:21][CH:20]=[CH:19][C:18]=3[F:24])[C:5]2=[N:10][C:9]=1[CH3:11])=[O:13] |f:1.2|. Procedure: 70 mg of 6-chloro-8-[(2,6-difluorobenzyl)oxy]-2-methylimidazo[1,2-a]pyridine-3-carboxylic acid (0.20 mmol), 96 mg (benzotriazol-1-yloxy)bisdimethylaminomethylium fluoroborate (TBTU, 0.30 mmol) and 80 mg of 4-methylmorpholine (0.79 mmol) were initially charged in 1 ml of DMF. 35 mg of 2-methylpropane-1,2-diamine (0.40 mmol) were then added, and the mixture was stirred at RT overnight. The reaction solution was purified by preparative HPLC (RP18 column, mobile phase: acetonitrile/water gradient wi... The reactants are C1(=CC=CC=C1)C(=CS(=O)(=O)O)CS(=O)(=O)O (2-phenyl-propene-1,3-disulfonic acid). Reagents/catalysts: [Pd] (palladium on carbon). Run in C1CCOC1.O (THF water). Yields the product C1(=CC=CC=C1)C(CS(=O)(=O)O)CS(=O)(=O)O (2-Phenyl-propane-1,3-disulfonic acid). As a reaction SMILES: [C:1]1([C:7]([CH2:13][S:14]([OH:17])(=[O:16])=[O:15])=[CH:8][S:9]([OH:12])(=[O:11])=[O:10])[CH:6]=[CH:5][CH:4]=[CH:3][CH:2]=1>C1COCC1.O.[Pd]>[C:1]1([CH:7]([CH2:13][S:14]([OH:17])(=[O:16])=[O:15])[CH2:8][S:9]([OH:12])(=[O:11])=[O:10])[CH:6]=[CH:5][CH:4]=[CH:3][CH:2]=1 |f:1.2|. Procedure: To 2-phenyl-propene-1,3-disulfonic acid (J. Amer. Chem. Soc., 66, 1105-9 (1944)) in THF-water (1:1) is added 10 wt % of 5% palladium on carbon and the mixture hydrogenated on a Parr shaker under 15 lb hydrogen pressure until the reaction is complete by thin layer chromatography (TLC). The mixture is filtered (Celite) and concentrated in vacuo to afford the title compound. The reactants are BrB(Br)Br, ClCCl, COc1ccc2c(c1)CC(c1ccccc1N)N2. Yields the product Nc1ccccc1C1Cc2cc(O)ccc2N1. RXN SMILES: [B:19]([Br:20])([Br:21])[Br:22].[Cl:23][CH2:24][Cl:25].[NH2:1][c:2]1[c:3]([CH:8]2[NH:9][c:10]3[cH:11][cH:12][c:13]([O:17][CH3:18])[cH:14][c:15]3[CH2:16]2)[cH:4][cH:5][cH:6][cH:7]1>>[NH2:1][c:2]1[c:3]([CH:8]2[NH:9][c:10]3[cH:11][cH:12][c:13]([OH:17])[cH:14][c:15]3[CH2:16]2)[cH:4][cH:5][cH:6][cH:7]1. RXN SMILES: [C:1]([C:3]1([NH:6][C:7](=[O:34])[C@H:8]([CH2:31][CH2:32][CH3:33])[NH:9][C@@H:10]([C:15]2[CH:20]=[CH:19][C:18]([C:21]3[CH:26]=[CH:25][C:24](S(C)(=O)=O)=[CH:23][CH:22]=3)=[CH:17][CH:16]=2)[C:11]([F:14])([F:13])[F:12])[CH2:5][CH2:4]1)#[N:2].[C:35](C1C=CC(B(O)O)=CC=1)(=[O:37])[CH3:36].BrC1C=CC([C@H](N[C@H](C(NC2(C#N)CC2)=O)CCC)C(F)(F)F)=CC=1>Cl[Pd]Cl.C1(P(C2C=CC=CC=2)[C-]2C=CC=C2)C=CC=CC=1.[C-]1(P(C2C=CC=CC=2)C2C=CC=CC=2)C=CC=C1.[Fe+2]>[C:1]([C:3]1([NH:6][C:7](=[O:34])[C@@H:8]([NH:9][C@@H:10]([C:15]2[CH:20]=[CH:19][C:18]([C:21]3[CH:26]=[CH:25][C:24]([C:35](=[O:37])[CH3:36])=[CH:23][CH:22]=3)=[CH:17][CH:16]=2)[C:11]([F:14])([F:13])[F:12])[CH2:31][CH2:32][CH3:33])[CH2:5][CH2:4]1)#[N:2] |f:3.4.5.6|. The reactants are C(#N)C1(CC1)NC([C@@H](N[C@H](C(F)(F)F)C1=CC=C(C=C1)C1=CC=C(C=C1)S(=O)(=O)C)CCC)=O (N1-(1-cyanocyclopropyl)-N2-{(1S)-2,2,2-trifluoro-1-[4′-(methylsulfonyl)-1,1′-biphenyl-4-yl]ethyl}-L-norvalinamide), C(C)(=O)C1=CC=C(C=C1)B(O)O (4-acetylphenylboronic acid), BrC1=CC=C(C=C1)[C@@H](C(F)(F)F)N[C@@H](CCC)C(=O)NC1(CC1)C#N (N2-[(1S)-1-(4-bromophenyl)-2,2,2-trifluoroethyl]-N1-(1-cyanocyclopropyl)-L-norvalinamide). The reagents and catalysts are Cl[Pd]Cl.C1(=CC=CC=C1)P([C-]1C=CC=C1)C1=CC=CC=C1.[C-]1(C=CC=C1)P(C1=CC=CC=C1)C1=CC=CC=C1.[Fe+2] ([1,1′-bis(diphenylphosphino)ferrocene]-dichloropalladium(II)). Procedure details: The title compound was prepared in similar manner to that described for N1-(1-cyanocyclopropyl)-N2-{(1S)-2,2,2-trifluoro-1-[4′-(methylsulfonyl)-1,1′-biphenyl-4-yl]ethyl}-L-norvalinamide via Suzuki cross-coupling between 4-acetylphenylboronic acid and N2-[(1S)-1-(4-bromophenyl)-2,2,2-trifluoroethyl]-N1-(1-cyanocyclopropyl)-L-norvalinamide in the presence of [1,1′-bis(diphenylphosphino)ferrocene]-dichloropalladium(II), dichloromethane complex. Product: C(#N)C1(CC1)NC([C@H](CCC)N[C@H](C(F)(F)F)C1=CC=C(C=C1)C1=CC=C(C=C1)C(C)=O)=O ((2S)-2-[(1S)-1-(4′-acetylbiphenyl-4-yl)-2,2,2-trifluoroethylamino]-pentanoic acid (1-cyanocyclopropyl)-amide).